Dataset: the Open Reaction Database (ORD), a public repository of structured organic reaction records. Task: describe an organic reaction: reactants, conditions, products, and yield Reactants: COC1=CC=C(C=C1)N (p-anisidine), ClC1=NC(=NC(=C1)N1CCCC1)N1CCCC1 (4-chloro-2,6-di-1-pyrrolidinylpyrimidine). Conditions: time 18 hour. Product: COC1=CC=C(C=C1)NC1=NC(=NC(=C1)N1CCCC1)N1CCCC1 (N-(4'-Methoxyphenyl)-2,6-di-1-pyrrolidinyl-4-pyrimidinamine). RXN SMILES: [CH3:1][O:2][C:3]1[CH:8]=[CH:7][C:6]([NH2:9])=[CH:5][CH:4]=1.Cl[C:11]1[CH:16]=[C:15]([N:17]2[CH2:21][CH2:20][CH2:19][CH2:18]2)[N:14]=[C:13]([N:22]2[CH2:26][CH2:25][CH2:24][CH2:23]2)[N:12]=1>>[CH3:1][O:2][C:3]1[CH:8]=[CH:7][C:6]([NH:9][C:11]2[CH:16]=[C:15]([N:17]3[CH2:21][CH2:20][CH2:19][CH2:18]3)[N:14]=[C:13]([N:22]3[CH2:26][CH2:25][CH2:24][CH2:23]3)[N:12]=2)=[CH:5][CH:4]=1. Procedure details: A mixture of 2.44 g of p-anisidine is heated to 135° (oil bath). The molten mixture is treated with 4-chloro-2,6-di-1-pyrrolidinylpyrimidine V, J. Med. Chem., 33,1145 (1990), 500 mg! and the reaction is stirred at 135° for 18 hr. The reaction mixture is allowed to cool and is then partitioned between chloroform and water. The organic layer is separated, washed with saline, dried over anhydrous sodium sulfate, and concentrated under reduced pressure. The crude product (1.93 g) is chromatographed ... Reactants: CCOC(=O)c1cc(-c2ccc(OC)cc2)n[nH]c1=O, ClCC=Cc1ccc(Cl)cc1. Yields the product CCOC(=O)c1cc(-c2ccc(OC)cc2)nn(CC=Cc2ccc(Cl)cc2)c1=O. RXN SMILES: [CH2:1]([CH3:2])[O:3][C:4](=[O:5])[c:6]1[c:7](=[O:20])[nH:8][n:9][c:10](-[c:12]2[cH:13][cH:14][c:15]([O:18][CH3:19])[cH:16][cH:17]2)[cH:11]1.[Cl:21][c:22]1[cH:23][cH:24][c:25]([CH:26]=[CH:27][CH2:28][Cl:29])[cH:30][cH:31]1>>[CH2:1]([CH3:2])[O:3][C:4](=[O:5])[c:6]1[c:7](=[O:20])[n:8]([CH2:28][CH:27]=[CH:26][c:25]2[cH:24][cH:23][c:22]([Cl:21])[cH:31][cH:30]2)[n:9][c:10](-[c:12]2[cH:13][cH:14][c:15]([O:18][CH3:19])[cH:16][cH:17]2)[cH:11]1. The reactants are COCN(Cc1ccccc1)C[Si](C)(C)C, C=C(COC)C(=O)OC, ClCCl, O=C(O)C(F)(F)F. The product is COCC1(C(=O)OC)CCN(Cc2ccccc2)C1. Reaction SMILES: [CH3:10][O:11][CH2:12][N:13]([CH2:14][Si:15]([CH3:16])([CH3:17])[CH3:18])[CH2:19][c:20]1[cH:21][cH:22][cH:23][cH:24][cH:25]1.[CH3:1][O:2][CH2:3][C:4]([C:5](=[O:6])[O:7][CH3:8])=[CH2:9].[Cl:33][CH2:34][Cl:35].[OH:26][C:27]([C:28]([F:29])([F:30])[F:31])=[O:32]>>[CH3:1][O:2][CH2:3][C:4]1([C:5](=[O:6])[O:7][CH3:8])[CH2:9][CH2:12][N:13]([CH2:19][c:20]2[cH:21][cH:22][cH:23][cH:24][cH:25]2)[CH2:14]1. Starting materials: O=Cc1cc(C(=O)c2ccccc2)ccc1[N+](=O)[O-], Cc1ccccc1, c1ccsc1. Yields the product Nc1ccc(C(=O)c2ccccc2)cc1C=O. As a reaction SMILES: [C:1]([c:2]1[cH:3][cH:4][cH:5][cH:6][cH:7]1)(=[O:8])[c:9]1[cH:10][cH:11][c:12]([N+:17]([O-:18])=[O:19])[c:13]([CH:14]=[O:15])[cH:16]1.[CH3:25][c:26]1[cH:27][cH:28][cH:29][cH:30][cH:31]1.[cH:20]1[cH:21][s:22][cH:23][cH:24]1>>[C:1]([c:2]1[cH:3][cH:4][cH:5][cH:6][cH:7]1)(=[O:8])[c:9]1[cH:10][cH:11][c:12]([NH2:17])[c:13]([CH:14]=[O:15])[cH:16]1. Reactants: C1(CC1)NC1CCN(CC1)C1=NC=C(C=N1)CC (cyclopropyl-[1-(5-ethyl-pyrimidin-2-yl)-piperidin-4-yl]-amine), O1C=NC=C1C1=NC=C(C(=O)O)C=C1 (6-oxazol-5-yl-nicotinic acid). Yields the product C1(CC1)N(C(C1=CN=C(C=C1)C1=CN=CO1)=O)C1CCN(CC1)C1=NC=C(C=N1)CC (N-Cyclopropyl-N-[1-(5-ethyl-pyrimidin-2-yl)-piperidin-4-yl]-6-oxazol-5-yl-nicotinamide). Reaction SMILES: [CH:1]1([NH:4][CH:5]2[CH2:10][CH2:9][N:8]([C:11]3[N:16]=[CH:15][C:14]([CH2:17][CH3:18])=[CH:13][N:12]=3)[CH2:7][CH2:6]2)[CH2:3][CH2:2]1.[O:19]1[C:23]([C:24]2[CH:32]=[CH:31][C:27]([C:28](O)=[O:29])=[CH:26][N:25]=2)=[CH:22][N:21]=[CH:20]1>>[CH:1]1([N:4]([CH:5]2[CH2:10][CH2:9][N:8]([C:11]3[N:12]=[CH:13][C:14]([CH2:17][CH3:18])=[CH:15][N:16]=3)[CH2:7][CH2:6]2)[C:28](=[O:29])[C:27]2[CH:31]=[CH:32][C:24]([C:23]3[O:19][CH:20]=[N:21][CH:22]=3)=[N:25][CH:26]=2)[CH2:2][CH2:3]1. Reported procedure: The title compound is prepared from cyclopropyl-[1-(5-ethyl-pyrimidin-2-yl)-piperidin-4-yl]-amine and 6-oxazol-5-yl-nicotinic acid following a procedure analogous to that described in Example 1. LC (method 7): tR=1.02 min; Mass spectrum (ESI+): m/z=419 [M+H]+. Starting materials: Cl.Cl.OCC=1SC=CC1C=1NC(=C(N1)C=1C=NC=CC1)CC (2-(2-hydroxymethylthiophen-3-yl)-5-ethyl-4-(3-pyridyl)imidazole dihydrochloride). Reagents/catalysts: [O-2].[Mn+2] (manganese oxide). Solvent: O1CCCC1 (tetrahydrofuran). The product is C(=O)C=1SC=CC1C=1NC(=C(N1)C=1C=NC=CC1)CC (2-(2-formylthiophen-3-yl)-5-ethyl-4-(3-pyridyl)imidazole). The yield is 55.5%. RXN SMILES: Cl.Cl.[OH:3][CH2:4][C:5]1[S:6][CH:7]=[CH:8][C:9]=1[C:10]1[NH:11][C:12]([CH2:21][CH3:22])=[C:13]([C:15]2[CH:16]=[N:17][CH:18]=[CH:19][CH:20]=2)[N:14]=1>O1CCCC1.[O-2].[Mn+2]>[CH:4]([C:5]1[S:6][CH:7]=[CH:8][C:9]=1[C:10]1[NH:11][C:12]([CH2:21][CH3:22])=[C:13]([C:15]2[CH:16]=[N:17][CH:18]=[CH:19][CH:20]=2)[N:14]=1)=[O:3] |f:0.1.2,4.5|. Procedure details: A mixture of 2-(2-hydroxymethylthiophen-3-yl)-5-ethyl-4-(3-pyridyl)imidazole dihydrochloride (212 mg) and manganese oxide (2 g) in tetrahydrofuran (15 ml) was refluxed for one hour. The reaction mixture was filtered and washed with tetrahydrofuran, and the filtrate was concentrated under reduced pressure. The residue was purified by silica gel column chromatography (solvent: chloroform:methanol=30:1→20:1) to obtain 2-(2-formylthiophen-3-yl)-5-ethyl-4-(3-pyridyl)imidazole (93 mg) as orange crysta... Reactants: C(#N)C1=C(C=CC=C1)O (2-cyanophenol), C([O-])([O-])=O.[K+].[K+] (potassium carbonate), [F-].[K+] (Potassium fluoride), ClC1=CC(=NC=N1)OC1=C(C=CC=C1)C(C(=O)OC)C(OC)OC (methyl 2-[2-(6-chloropyrimidin-4-yloxy)phenyl]-3,3-dimethoxypropanoate), [K] (potassium), C(#N)C1=C(C=CC=C1)O (2-cyanophenol). The reagents and catalysts are [Br-].C(CCC)[N+](CCCC)(CCCC)CCCC (tetrabutylammonium bromide). Run in O (water). Reaction conditions: temperature 90 celsius, time 23 hour. The product is C(#N)C1=C(OC2=CC(=NC=N2)OC2=C(C=CC=C2)/C(/C(=O)OC)=C\OC)C=CC=C1 ((E)-methyl 2-[2-(6-(2-cyanophenoxy)pyrimidin-4-yloxy)phenyl]-3-methoxypropenoate). Reaction SMILES: [K].[C:2]([C:4]1[CH:9]=[CH:8][CH:7]=[CH:6][C:5]=1[OH:10])#[N:3].C(=O)([O-])[O-].[K+].[K+].Cl[C:18]1[N:23]=[CH:22][N:21]=[C:20]([O:24][C:25]2[CH:30]=[CH:29][CH:28]=[CH:27][C:26]=2[CH:31]([CH:36](OC)[O:37][CH3:38])[C:32]([O:34][CH3:35])=[O:33])[CH:19]=1.[F-].[K+]>O.[Br-].C([N+](CCCC)(CCCC)CCCC)CCC>[C:2]([C:4]1[CH:9]=[CH:8][CH:7]=[CH:6][C:5]=1[O:10][C:18]1[N:23]=[CH:22][N:21]=[C:20]([O:24][C:25]2[CH:30]=[CH:29][CH:28]=[CH:27][C:26]=2/[C:31](=[CH:36]\[O:37][CH3:38])/[C:32]([O:34][CH3:35])=[O:33])[CH:19]=1)#[N:3] |f:2.3.4,6.7,9.10,^1:0|. Procedure: Methyl 2-[2-(6-chloropyrimidin-4-yloxy)phenyl]-3,3-dimethoxypropanoate in methylcyclohexane/chloromethoxypyrimidine (200.9 g, 59.91% strength) was vacuum distilled to leave the propanoate melt. A solution of the potassium salt of 2-cyanophenol was then prepared by mixing 2-cyanophenol (53.2 g) and potassium carbonate (81.2 g) in water (275 g). This solution was added to the methyl 2-[2-(6-chloropyrimidin-4-yloxy)phenyl]-3,3-dimethoxypropanoate melt, which had previously been cooled to 90° C. Pot... The reactants are C([O-])([O-])=O.[Na+].[Na+] (sodium carbonate), CC1(OB(OC1(C)C)C1=C2C(=NC=C1)N(C=C2)S(=O)(=O)C2=CC=C(C)C=C2)C (4-(4,4,5,5-tetramethyl-1,3,2-dioxaborolan-2-yl)-1-tosyl-1H-pyrrolo[2,3-b]pyridine), ClC1=NC(=CC(=N1)N1[C@@H](COCC1)C)C1(CC1)[S@@](=O)(=N)C ((3R)-4-(2-chloro-6-(1-((R)—S-methylsulfonimidoyl)cyclopropyl)pyrimidin-4-yl)-3-methylmorpholine). Reagents/catalysts: Cl[Pd]([P](C1=CC=CC=C1)(C2=CC=CC=C2)C3=CC=CC=C3)([P](C4=CC=CC=C4)(C5=CC=CC=C5)C6=CC=CC=C6)Cl (dichlorobis(triphenylphosphine)palladium(II)). Solvent: CCOC(=O)C (EtOAc), COCCOC (DME), COCCOC.O (DME water). Run at temperature 90 celsius, time 2 hour. The product is C[C@H]1N(CCOC1)C1=NC(=NC(=C1)C1(CC1)[S@@](=O)(=N)C)C1=C2C(=NC=C1)N(C=C2)S(=O)(=O)C2=CC=C(C)C=C2 ((3R)-3-methyl-4-(6-(1-((R)—S-methylsulfonimidoyl)cyclopropyl)-2-(1-tosyl-1H-pyrrolo[2,3-b]pyridin-4-yl)pyrimidin-4-yl)morpholine). Isolated yield 39.2%. Reaction SMILES: CC1(C)C(C)(C)OB([C:9]2[CH:14]=[CH:13][N:12]=[C:11]3[N:15]([S:18]([C:21]4[CH:27]=[CH:26][C:24]([CH3:25])=[CH:23][CH:22]=4)(=[O:20])=[O:19])[CH:16]=[CH:17][C:10]=23)O1.Cl[C:30]1[N:35]=[C:34]([N:36]2[CH2:41][CH2:40][O:39][CH2:38][C@H:37]2[CH3:42])[CH:33]=[C:32]([C:43]2([S@:46]([CH3:49])(=[NH:48])=[O:47])[CH2:45][CH2:44]2)[N:31]=1.C(=O)([O-])[O-].[Na+].[Na+]>COCCOC.COCCOC.O.CCOC(C)=O.Cl[Pd](Cl)([P](C1C=CC=CC=1)(C1C=CC=CC=1)C1C=CC=CC=1)[P](C1C=CC=CC=1)(C1C=CC=CC=1)C1C=CC=CC=1>[CH3:42][C@@H:37]1[CH2:38][O:39][CH2:40][CH2:41][N:36]1[C:34]1[CH:33]=[C:32]([C:43]2([S@:46]([CH3:49])(=[NH:48])=[O:47])[CH2:44][CH2:45]2)[N:31]=[C:30]([C:9]2[CH:14]=[CH:13][N:12]=[C:11]3[N:15]([S:18]([C:21]4[CH:22]=[CH:23][C:24]([CH3:25])=[CH:26][CH:27]=4)(=[O:19])=[O:20])[CH:16]=[CH:17][C:10]=23)[N:35]=1 |f:2.3.4,6.7,^1:77,96|. Reported procedure: A solution of 4-(4,4,5,5-tetramethyl-1,3,2-dioxaborolan-2-yl)-1-tosyl-1H-pyrrolo[2,3-b]pyridine (21.15 g, 53.11 mmol) in DME (212 ml) was added to a solution of (3R)-4-(2-chloro-6-(1-((R)—S-methylsulfonimidoyl)cyclopropyl)pyrimidin-4-yl)-3-methylmorpholine (12.55 g, 37.93 mmol) in DME:water 4:1 (55 ml). 2M aqueous sodium carbonate solution (22.76 ml, 45.52 mmol) and dichlorobis(triphenylphosphine)palladium(II) (0.666 g, 0.95 mmol) were added. The resulting solution was stirred at 90° C. for 2 ho...